From a dataset of the Open Reaction Database (ORD), a public repository of structured organic reaction records. describe an organic reaction: reactants, conditions, products, and yield The yield is 72.4%. Product: O1CCOC12C(CCC2)CO (1,4-dioxaspiro[4.4]non-6-ylmethanol). The solvent is C(C)OCC (diethyl ether). Conditions: time 3 hour. Reactants: O (Water), [OH-].[Na+] (sodium hydroxide), O (water), [H-].[Al+3].[Li+].[H-].[H-].[H-] (lithium aluminum hydride), O1CCOC12C(CCC2)C(=O)OC (methyl 1,4-dioxaspiro[4.4]nonane-6-carboxylate). As a reaction SMILES: [H-].[Al+3].[Li+].[H-].[H-].[H-].[O:7]1[C:11]2([CH2:15][CH2:14][CH2:13][CH:12]2[C:16](OC)=[O:17])[O:10][CH2:9][CH2:8]1.O.[OH-].[Na+]>C(OCC)C>[O:7]1[C:11]2([CH2:15][CH2:14][CH2:13][CH:12]2[CH2:16][OH:17])[O:10][CH2:9][CH2:8]1 |f:0.1.2.3.4.5,8.9|. Procedure: To a suspension of lithium aluminum hydride (630 mg, 16.6 mmol) in diethyl ether (30 ml), methyl 1,4-dioxaspiro[4.4]nonane-6-carboxylate (3.1 g, 16.6 mmol) obtained by the method of the step (80a) above was added at 0° C. The mixture was stirred at room temperature for 3 hours. Water (0.6 ml), a 5N aqueous sodium hydroxide solution (0.6 ml), and water (1.8 ml) were sequentially added at 0° C. to the mixture and the mixture was filtrated. After water was added to the filtrate and the organic laye... The reactants are [H][H] (hydrogen), FC1=NC=CC(=C1[N+](=O)[O-])C (2-fluoro-4-methyl-3-nitropyridine), C(C)(=O)O (acetic acid). The reagents and catalysts are [Pd] (palladium on carbon). Run in C(C)(=O)OCC (ethyl acetate). Product: NC=1C(=NC=CC1C)F (3-Amino-2-fluoro-4-methylpyridine). RXN SMILES: [F:1][C:2]1[C:7]([N+:8]([O-])=O)=[C:6]([CH3:11])[CH:5]=[CH:4][N:3]=1.C(O)(=O)C.[H][H]>C(OCC)(=O)C.[Pd]>[NH2:8][C:7]1[C:2]([F:1])=[N:3][CH:4]=[CH:5][C:6]=1[CH3:11]. Procedure: To a solution of 10.1 g (grams) (65 mmol (millimole)) of 2-fluoro-4-methyl-3-nitropyridine in 200 mL (milliliter) of ethyl acetate was added 25 g (0.40 mol) of acetic acid and 0.8 g of 5 percent palladium on carbon catalyst. This mixture was shaken under 50 psig (pounds per square inch gauge, 2400 kiloPascals) pressure of hydrogen for 18 hours, was filtered, and was concentrated by evaporation under reduced pressure to obtain an oil. This oil was partitioned between dilute aqueous sodium bicarbo... Reactants: Cc1csc(-c2n[nH]c(=O)c3ccccc23)c1, CC(Cl)Cl, O=P(Cl)(Cl)Cl. Product: Cc1csc(-c2nnc(Cl)c3ccccc23)c1. Reaction SMILES: [CH3:1][c:2]1[cH:3][c:4](-[c:7]2[n:8][nH:9][c:10](=[O:17])[c:11]3[cH:12][cH:13][cH:14][cH:15][c:16]23)[s:5][cH:6]1.[Cl:23][CH:24]([Cl:25])[CH3:26].[P:18]([Cl:19])([Cl:20])([Cl:21])=[O:22]>>[CH3:1][c:2]1[cH:3][c:4](-[c:7]2[n:8][n:9][c:10]([Cl:20])[c:11]3[cH:12][cH:13][cH:14][cH:15][c:16]23)[s:5][cH:6]1.